Dataset: the Open Reaction Database (ORD), a public repository of structured organic reaction records. Task: describe an organic reaction: reactants, conditions, products, and yield The reactants are CC(C)CC(C=CCCO[Si](c1ccccc1)(c1ccccc1)C(C)(C)C)NC(=O)OCc1ccccc1, CCCC[N+](CCCC)(CCCC)CCCC, C1CCOC1, [F-]. Yields the product CC(C)CC(C=CCCO)NC(=O)OCc1ccccc1. RXN SMILES: [C:1]([Si:2]([c:3]1[cH:4][cH:5][cH:27][cH:28][cH:29]1)([O:6][CH2:7][CH2:8][CH:9]=[CH:10][CH:11]([CH2:12][CH:13]([CH3:14])[CH3:15])[NH:16][C:17]([O:18][CH2:19][c:20]1[cH:21][cH:22][cH:23][cH:24][cH:25]1)=[O:26])[c:30]1[cH:31][cH:32][cH:33][cH:34][cH:35]1)([CH3:36])([CH3:37])[CH3:38].[CH2:40]([N+:41]([CH2:42][CH2:43][CH2:44][CH3:45])([CH2:46][CH2:47][CH2:48][CH3:49])[CH2:50][CH2:51][CH2:52][CH3:53])[CH2:54][CH2:55][CH3:56].[CH2:57]1[O:58][CH2:59][CH2:60][CH2:61]1.[F-:39]>>[OH:6][CH2:7][CH2:8][CH:9]=[CH:10][CH:11]([CH2:12][CH:13]([CH3:14])[CH3:15])[NH:16][C:17]([O:18][CH2:19][c:20]1[cH:21][cH:22][cH:23][cH:24][cH:25]1)=[O:26]. The reactants are Cc1ccccc1O, [I-], [Na+], CN(C)C=O, O. Yields the product Cc1cc(I)ccc1O. RXN SMILES: [CH3:1][c:2]1[cH:3][cH:4][cH:5][cH:6][c:7]1[OH:8].[I-:9].[Na+:10].[O:12]=[CH:13][N:14]([CH3:15])[CH3:16].[OH2:11]>>[CH3:1][c:2]1[cH:3][c:4]([I:9])[cH:5][cH:6][c:7]1[OH:8]. Starting materials: CC(C)C[AlH]CC(C)C (DIBALH), BrC=1C=C(C=CC1OC)C(C#N)(C)C (2-(3-bromo-4-methoxy-phenyl)-2-methyl-propionitrile), C1CCOC1 (THF), Cl (hydrochloric acid). Run at temperature 0 celsius, time 30 minute. Product: BrC=1C=C(C=CC1OC)C(C=O)(C)C (2-(3-Bromo-4-methoxy-phenyl)-2-methyl-propionaldehyde). Reaction SMILES: [Br:1][C:2]1[CH:3]=[C:4]([C:10]([CH3:14])([CH3:13])[C:11]#N)[CH:5]=[CH:6][C:7]=1[O:8][CH3:9].CC(C[AlH]CC(C)C)C.Cl.C1C[O:28]CC1>>[Br:1][C:2]1[CH:3]=[C:4]([C:10]([CH3:14])([CH3:13])[CH:11]=[O:28])[CH:5]=[CH:6][C:7]=1[O:8][CH3:9]. Procedure details: A solution of 2-(3-bromo-4-methoxy-phenyl)-2-methyl-propionitrile (12.71 g, 0.050 mol) in dry THF (100 mL) was cooled to −10° C. under argon. DIBALH (1M in THF, 100 mL, 0.10 mol) was added keeping the temperature below 0° C. The mixture was stirred for 30 min/0° C. and then 2 h/25° C. The clear solution was carefully poured into icecold hydrochloric acid (2M, 100 mL). The THF was removed under reduced pressure to give clear oil. The oil was destilled (b.p. 114-130° C./4.3×10−3 mbar) Yield: 7.40 ...